This data is from the Open Reaction Database (ORD), a public repository of structured organic reaction records. The task is: describe an organic reaction: reactants, conditions, products, and yield Reactants: NC1=NC(c2ccc(F)c(Br)c2)(c2ccncc2F)c2ccccc21, COc1cccc(B(O)O)c1F. The product is COc1cccc(-c2cc(C3(c4ccncc4F)N=C(N)c4ccccc43)ccc2F)c1F. Reaction SMILES: [Br:1][c:2]1[cH:3][c:4]([C:9]2([c:19]3[c:20]([F:25])[cH:21][n:22][cH:23][cH:24]3)[N:10]=[C:11]([NH2:18])[c:12]3[cH:13][cH:14][cH:15][cH:16][c:17]32)[cH:5][cH:6][c:7]1[F:8].[F:26][c:27]1[c:28]([B:35]([OH:36])[OH:37])[cH:29][cH:30][cH:31][c:32]1[O:33][CH3:34]>>[c:2]1(-[c:28]2[c:27]([F:26])[c:32]([O:33][CH3:34])[cH:31][cH:30][cH:29]2)[cH:3][c:4]([C:9]2([c:19]3[c:20]([F:25])[cH:21][n:22][cH:23][cH:24]3)[N:10]=[C:11]([NH2:18])[c:12]3[cH:13][cH:14][cH:15][cH:16][c:17]32)[cH:5][cH:6][c:7]1[F:8]. Reactants: C(=O)(OC(C)(C)C)N(CCCCCC(N(CCCCCC(=O)OC)CCCCCC(=O)OC)=O)CCCCCC(N(CCCCCC(=O)OC)CCCCCC(=O)OC)=O (N—BOC—N,N-Bis-(N′,N′-Bis(5-Methoxycarbonylpentyl)-5-Carbamyl pentyl)Amine), FC(C(=O)O)(F)F (trifluoroacetic acid). Solvent: C(Cl)Cl (methylene chloride). Reaction conditions: time 15 minute. Yields the product OC(=O)C(F)(F)F.COC(=O)CCCCCN(C(=O)CCCCCNCCCCCC(N(CCCCCC(=O)OC)CCCCCC(=O)OC)=O)CCCCCC(=O)OC (N,N-Bis-(N′,N′-Bis(5-Methoxycarbonylpentyl)-5-carbamyl pentyl)-Amine TFA). As a reaction SMILES: C([N:8]([CH2:35][CH2:36][CH2:37][CH2:38][CH2:39][C:40](=[O:60])[N:41]([CH2:51][CH2:52][CH2:53][CH2:54][CH2:55][C:56]([O:58][CH3:59])=[O:57])[CH2:42][CH2:43][CH2:44][CH2:45][CH2:46][C:47]([O:49][CH3:50])=[O:48])[CH2:9][CH2:10][CH2:11][CH2:12][CH2:13][C:14](=[O:34])[N:15]([CH2:25][CH2:26][CH2:27][CH2:28][CH2:29][C:30]([O:32][CH3:33])=[O:31])[CH2:16][CH2:17][CH2:18][CH2:19][CH2:20][C:21]([O:23][CH3:24])=[O:22])(OC(C)(C)C)=O.[F:61][C:62]([F:67])([F:66])[C:63]([OH:65])=[O:64]>C(Cl)Cl>[OH:65][C:63]([C:62]([F:67])([F:66])[F:61])=[O:64].[CH3:50][O:49][C:47]([CH2:46][CH2:45][CH2:44][CH2:43][CH2:42][N:41]([CH2:51][CH2:52][CH2:53][CH2:54][CH2:55][C:56]([O:58][CH3:59])=[O:57])[C:40]([CH2:39][CH2:38][CH2:37][CH2:36][CH2:35][NH:8][CH2:9][CH2:10][CH2:11][CH2:12][CH2:13][C:14](=[O:34])[N:15]([CH2:16][CH2:17][CH2:18][CH2:19][CH2:20][C:21]([O:23][CH3:24])=[O:22])[CH2:25][CH2:26][CH2:27][CH2:28][CH2:29][C:30]([O:32][CH3:33])=[O:31])=[O:60])=[O:48] |f:3.4|. Procedure details: To a 250 mL round bottom flask, charged with 1.50 g (1.75 mmol) of N—BOC—N,N-bis-(N′,N′-bis(5-methoxycarbonylpentyl)-5-carbamyl pentyl)-amine (17) in 15 mL of methylene chloride, was added 15 mL of trifluoroacetic acid. The mixture was stirred at room temperature for 15 minutes and then concentrated. The residue was diluted with 50 mL of methylene chloride and then concentrated via rotary evaporation. The residue was then diluted with 50 mL of methanol and re-concentrated via rotary evaporation.... Reactants: Cl.COC1=C(CN[C@@H]2[C@@H](N(CCC2)CCCCNC=2SC=CN2)C2=CC=CC=C2)C=CC=C1 ((2S,3S)-3-(2-Methoxybenzyl)amino-2-phenyl-1-[4-(thiazol-2-yl)aminobutyl]piperidine Hydrochloride), ClC1=NC=CC=N1 (2-chloropyrimidine). The product is Cl.COC1=C(CN[C@@H]2[C@@H](N(CCC2)CCCCNC2=NC=CC=N2)C2=CC=CC=C2)C=CC=C1 ((2S,3S)-3-(2-Methoxybenzyl)amino-2-phenyl-1-[4-(pyrimidin-2-yl)aminobutyl]piperidine Hydrochloride). Reaction SMILES: Cl.[CH3:2][O:3][C:4]1[CH:33]=[CH:32][CH:31]=[CH:30][C:5]=1[CH2:6][NH:7][C@H:8]1[CH2:13][CH2:12][CH2:11][N:10]([CH2:14][CH2:15][CH2:16][CH2:17][NH:18][C:19]2S[CH:21]=[CH:22][N:23]=2)[C@H:9]1[C:24]1[CH:29]=[CH:28][CH:27]=[CH:26][CH:25]=1.[Cl:34][C:35]1N=CC=C[N:36]=1>>[ClH:34].[CH3:2][O:3][C:4]1[CH:33]=[CH:32][CH:31]=[CH:30][C:5]=1[CH2:6][NH:7][C@H:8]1[CH2:13][CH2:12][CH2:11][N:10]([CH2:14][CH2:15][CH2:16][CH2:17][NH:18][C:19]2[N:36]=[CH:35][CH:21]=[CH:22][N:23]=2)[C@H:9]1[C:24]1[CH:29]=[CH:28][CH:27]=[CH:26][CH:25]=1 |f:0.1,3.4|. Procedure details: The title compound was prepared in a similar manner to the compound of Example 1 by replacing 2-bromothiazole with 2-chloropyrimidine; mp 123°-127° C. (dec.) 1H NMR (CDCl3) 67 1.46 (m, 5H), 1.94 (m, 6H), 2.54 (m, 2H), 3.24 (m, 4H), 3.35 (d, 1H, J=15), 3.48 (s, 3H), 3.64 (d, 1H, J=15), 6.42 (t, 1H, J=5), 6.59 (d, 1H, J=9), 6.68 (t, 1H, J=6), 6.80 (d, 1H, J=6), 7.05 (t, 1H, J=9), 7.22 (m, 5H), 8.18 (d, 2H, J=5). HRMS calc'd for C27H35N5O: 445.2836. Found: 445.2813. Starting materials: NC=1SC(=C(N1)C)C(=O)OCC (ethyl 2-amino-4-methylthiazole-5-carboxylate), C(CC)C1=CC=C(C=C1)S(=O)(=O)Cl (4-n-propylbenzenesulfonyl chloride). The product is CC=1N=C(SC1C(=O)OCC)NS(=O)(=O)C1=CC=C(C=C1)CCC (Ethyl 4-methyl-2-{[(4-propylphenyl)sulfonyl]amino}-1,3-thiazole-5-carboxylate). RXN SMILES: [NH2:1][C:2]1[S:3][C:4]([C:8]([O:10][CH2:11][CH3:12])=[O:9])=[C:5]([CH3:7])[N:6]=1.[CH2:13]([C:16]1[CH:21]=[CH:20][C:19]([S:22](Cl)(=[O:24])=[O:23])=[CH:18][CH:17]=1)[CH2:14][CH3:15]>>[CH3:7][C:5]1[N:6]=[C:2]([NH:1][S:22]([C:19]2[CH:20]=[CH:21][C:16]([CH2:13][CH2:14][CH3:15])=[CH:17][CH:18]=2)(=[O:24])=[O:23])[S:3][C:4]=1[C:8]([O:10][CH2:11][CH3:12])=[O:9]. Procedure details: This compound was prepared from ethyl 2-amino-4-methylthiazole-5-carboxylate and 4-n-propylbenzenesulfonyl chloride as described for EXAMPLE 30 with the exception that it was not recrystallized. Yield 315 mg, 85%: 1H NMR (DMSO) δ 7.70 (d, 2H), 7.37 (d, 2H), 4.21 (q, 2H), 2.60 (t, 2H) 2.38 (s, 3H), 1.58 (t, 2H), 1.25 (t, 3H), 0.87 (t, 3H); MS-ES (neg) m/z 367.2. Reactants: CS(C)=O, CCOC(C)=O, Cc1cccc(CBr)c1F, [I-], [Na+], N#C[Na], O. Yields the product CCOC(=O)Cc1cccc(C)c1F. Reaction SMILES: [CH3:16][S:17]([CH3:18])=[O:19].[CH3:20][CH2:21][O:22][C:23]([CH3:24])=[O:25].[F:1][c:2]1[c:3]([CH2:4][Br:5])[cH:6][cH:7][cH:8][c:9]1[CH3:10].[I-:15].[Na+:14].[Na:11][C:12]#[N:13].[OH2:26]>>[F:1][c:2]1[c:3]([CH2:4][C:23]([O:22][CH2:21][CH3:20])=[O:25])[cH:6][cH:7][cH:8][c:9]1[CH3:10]. The reactants are O1C2=C(C=CC=3C[C@@H]4[C@@H]5C=C[C@@H]([C@H]1[C@@]5(C23)CCN4C)OCC4OCCCC4)OCOC (4,5α-Epoxy-3-methoxymethoxy-17-methyl-6α-((2-tetrahydropyranyl)-methoxy)-morphinan-7-ene), C(C)(=O)O (acetic acid). Solvent: O (water). Yields the product C(C)(=O)OC=1C=CC=2C[C@@H]3[C@@H]4C=C[C@@H]([C@H]5[C@@]4(C2C1O5)CCN3C)OCC3OCCCC3 (4,5α-Epoxy-17-methyl-6α-((2-tetrahydropyranyl)-methoxy)-morphinan-7-en-3-ol acetate). RXN SMILES: [O:1]1[C@@H:13]2[C@@:14]34[CH2:16][CH2:17][N:18]([CH3:19])[C@@H:8]([C@@H:9]3[CH:10]=[CH:11][C@@H:12]2[O:20][CH2:21][CH:22]2[CH2:27][CH2:26][CH2:25][CH2:24][O:23]2)[CH2:7][C:6]2=[C:15]4[C:2]1=[C:3]([O:28][CH2:29][O:30]C)[CH:4]=[CH:5]2.[C:32](O)(=O)C>O>[C:29]([O:28][C:3]1[CH:4]=[CH:5][C:6]2[CH2:7][C@H:8]3[N:18]([CH3:19])[CH2:17][CH2:16][C@:14]45[C:15]=2[C:2]=1[O:1][C@H:13]4[C@@H:12]([O:20][CH2:21][CH:22]1[CH2:27][CH2:26][CH2:25][CH2:24][O:23]1)[CH:11]=[CH:10][C@@H:9]35)(=[O:30])[CH3:32]. Procedure: 4,5α-Epoxy-3-methoxymethoxy-17-methyl-6α-((2-tetrahydropyranyl)-methoxy)-morphinan-7-ene (2.17 g, 5.08 mmol) is dissolved in water (65 ml) and glacial acetic acid (65 ml) and then stirred for 6 hours at 100° C. The volatile components are eliminated using the Rotavapor. The residue thus obtained is purified by flash chromatography (130 g of silica gel; mobile phase: methylene chloride/methanol=9:1). The product is dissolved in a mixture of water and glacial acetic acid and lyophilised. Yield: 1....